From a dataset of the Open Reaction Database (ORD), a public repository of structured organic reaction records. describe an organic reaction: reactants, conditions, products, and yield Reactants: O=C([O-])[O-], CC#N, [K+], [K+], [N-]=[N+]=Nc1ccc(CBr)cc1, NC(=O)c1cccc(O)c1. Yields the product [N-]=[N+]=Nc1ccc(COc2cccc(C(N)=O)c2)cc1. Reaction SMILES: [C:11](=[O:12])([O-:13])[O-:14].[CH3:28][C:29]#[N:30].[K+:15].[K+:16].[N:17](=[N+:18]=[N-:19])[c:20]1[cH:21][cH:22][c:23]([CH2:24][Br:25])[cH:26][cH:27]1.[OH:1][c:2]1[cH:3][c:4]([C:5](=[O:6])[NH2:7])[cH:8][cH:9][cH:10]1>>[O:1]([c:2]1[cH:3][c:4]([C:5](=[O:6])[NH2:7])[cH:8][cH:9][cH:10]1)[CH2:24][c:23]1[cH:22][cH:21][c:20]([N:17]=[N+:18]=[N-:19])[cH:27][cH:26]1. The reactants are Nc1nc(-c2ccco2)c2nnn(Cc3cccc(CBr)n3)c2n1, CNC(=O)C(F)(F)F, [H-], [Na+], CN(C)C=O, O. Product: CN(Cc1cccc(Cn2nnc3c(-c4ccco4)nc(N)nc32)n1)C(=O)C(F)(F)F. Reaction SMILES: [Br:11][CH2:12][c:13]1[cH:14][cH:15][cH:16][c:17]([CH2:19][n:20]2[n:21][n:22][c:23]3[c:24]2[n:25][c:26]([NH2:34])[n:27][c:28]3-[c:29]2[o:30][cH:31][cH:32][cH:33]2)[n:18]1.[CH3:1][NH:2][C:3]([C:4]([F:5])([F:6])[F:7])=[O:8].[H-:9].[Na+:10].[O:36]=[CH:37][N:38]([CH3:39])[CH3:40].[OH2:35]>>[CH3:1][N:2]([C:3]([C:4]([F:5])([F:6])[F:7])=[O:8])[CH2:12][c:13]1[cH:14][cH:15][cH:16][c:17]([CH2:19][n:20]2[n:21][n:22][c:23]3[c:24]2[n:25][c:26]([NH2:34])[n:27][c:28]3-[c:29]2[o:30][cH:31][cH:32][cH:33]2)[n:18]1. The reactants are lactone, CC1([C@@H]([C@@H]1C(O)O)C(=O)O)C ((1R,cis) 2,2-dimethyl-3-dihydroxymethyl-cyclopropane-carboxylic acid), C(CC)OC(=O)CP1(OC(C(O1)C)C)=O (2-propoxycarbonylmethyl-4,5-dimethyl-2-oxo-1,3,2-dioxaphospholane). The product is CC1(C(C1C=CC(OCCC)=O)C(=O)O)C (2,2-dimethyl-3-[3-oxo-3-propoxy-1-propenyl)-cyclopropane-carboxylic acid). As a reaction SMILES: [CH3:1][C:2]1([CH3:11])[C@@H:4]([CH:5]([OH:7])[OH:6])[C@H:3]1[C:8](O)=O.[CH2:12]([O:15][C:16]([CH2:18]P1(=O)OC(C)C(C)O1)=[O:17])[CH2:13][CH3:14]>>[CH3:11][C:2]1([CH3:1])[CH:3]([CH:8]=[CH:18][C:16](=[O:17])[O:15][CH2:12][CH2:13][CH3:14])[CH:4]1[C:5]([OH:7])=[O:6]. Procedure: Using the procedure of Example 6, 1.26 g of the lactone of (1R,cis) 2,2-dimethyl-3-dihydroxymethyl-cyclopropane-carboxylic acid and 3.13 g of the product of Step A were reacted to obtain after crystallization from hexane 0.89 g of (1R,cis,ΔZ) 2,2-dimethyl-3-[3-oxo-3-propoxy-1-propenyl]-cyclopropane-carboxylic acid melting at 59° C. and having a specific rotation of [α]D20 =+77°±1.5° (c=1% in chloroform). Reactants: C1CCOC1, CN1C(=O)CC(c2ccccc2)C1C=O, [Cl-], [Li], [NH4+], c1ccsc1. Product: CN1C(=O)CC(c2ccccc2)C1C(O)c1cccs1. As a reaction SMILES: [CH2:24]1[O:25][CH2:26][CH2:27][CH2:28]1.[CH:7](=[O:8])[CH:9]1[CH:10]([c:16]2[cH:17][cH:18][cH:19][cH:20][cH:21]2)[CH2:11][C:12](=[O:15])[N:13]1[CH3:14].[Cl-:22].[Li:6].[NH4+:23].[s:1]1[cH:2][cH:3][cH:4][cH:5]1>>[s:1]1[c:2]([CH:7]([OH:8])[CH:9]2[CH:10]([c:16]3[cH:17][cH:18][cH:19][cH:20][cH:21]3)[CH2:11][C:12](=[O:15])[N:13]2[CH3:14])[cH:3][cH:4][cH:5]1. The product is COc1ccc2cc3ncc(C#N)c(Cl)c3cc2c1. As a reaction SMILES: [CH3:1][O:2][c:3]1[cH:4][cH:5][c:6]2[c:7]([cH:8][c:9]3[c:10](=[O:18])[c:11]([C:16]#[N:17])[cH:12][nH:13][c:14]3[cH:15]2)[cH:19]1.[CH3:25][N:26]([CH3:27])[CH:28]=[O:29].[P:20]([Cl:21])([Cl:22])([Cl:23])=[O:24]>>[CH3:1][O:2][c:3]1[cH:4][cH:5][c:6]2[c:7]([cH:8][c:9]3[c:10]([Cl:22])[c:11]([C:16]#[N:17])[cH:12][n:13][c:14]3[cH:15]2)[cH:19]1. The reactants are COc1ccc2cc3[nH]cc(C#N)c(=O)c3cc2c1, CN(C)C=O, O=P(Cl)(Cl)Cl. Reactants: C1(=CC=CC=C1)C12CCNCC2CCC1 (4a-phenyl-2,3,4,4a,5,6,7,7a-octahydro-1H-2-pyrindine), [OH-].[Na+] (sodium hydroxide), C=O (formaldehyde), Cl (hydrochloric acid). Run in O (water), C(=O)O (formic acid). Run at temperature 95 celsius. Product: C1(=CC=CC=C1)C12CCN(CC2CCC1)C (4a-phenyl-2-methyl-2,3,4,4a,5,6,7,7a-octahydro-1H-2-pyrindine). RXN SMILES: [C:1]1([C:7]23[CH2:15][CH2:14][CH2:13][CH:12]2[CH2:11][NH:10][CH2:9][CH2:8]3)[CH:6]=[CH:5][CH:4]=[CH:3][CH:2]=1.[CH2:16]=O.Cl.[OH-].[Na+]>O.C(O)=O>[C:1]1([C:7]23[CH2:15][CH2:14][CH2:13][CH:12]2[CH2:11][N:10]([CH3:16])[CH2:9][CH2:8]3)[CH:2]=[CH:3][CH:4]=[CH:5][CH:6]=1 |f:3.4|. Procedure: A solution of 3.0 g. of 4a-phenyl-2,3,4,4a,5,6,7,7a-octahydro-1H-2-pyrindine in 10 ml. of 88% formic acid was stirred at 20° C. while 10 ml. of 38% formaldehyde was added dropwise over fifteen minutes. The reaction mixture was then heated at 95° C. for eight hours. After cooling the reaction mixture to 25° C. 100 ml. of 4 N hydrochloric acid was added dropwise over thirty minutes. The aqueous acidic reaction mixture was concentrated under reduced pressure to provide an oily residue. The oil was ... Reactants: C(C)(=O)OC(CCCCO)C1=CC(=CC=C1)\C=C\C=C\C(CCCCCCCC)OC(C)=O ((5RS)-5-acetoxy-5-{3-{(1E,3E)-(5RS)-5-acetoxy-1,3-tridecadienyl}-phenyl}-pentan-1-ol), CCCCCC.C(C)(=O)OCC (hexane ethyl acetate). The solvent is C(Cl)Cl (methylene chloride), C(Cl)Cl (methylene chloride). Yields the product C(C)(=O)OC(CCCC=O)C1=CC(=CC=C1)\C=C\C=C\C(CCCCCCCC)OC(C)=O ((5RS)-5-acetoxy-5-{3-[(1E,3E)-(5RS)-5-acetoxy-1,3-tridecadienyl]-phenyl)-pentanal). Yield: 78.1%. RXN SMILES: [C:1]([O:4][CH:5]([C:11]1[CH:16]=[CH:15][CH:14]=[C:13](/[CH:17]=[CH:18]/[CH:19]=[CH:20]/[CH:21]([O:30][C:31](=[O:33])[CH3:32])[CH2:22][CH2:23][CH2:24][CH2:25][CH2:26][CH2:27][CH2:28][CH3:29])[CH:12]=1)[CH2:6][CH2:7][CH2:8][CH2:9][OH:10])(=[O:3])[CH3:2].CCCCCC.C(OCC)(=O)C>C(Cl)Cl>[C:1]([O:4][CH:5]([C:11]1[CH:16]=[CH:15][CH:14]=[C:13](/[CH:17]=[CH:18]/[CH:19]=[CH:20]/[CH:21]([O:30][C:31](=[O:33])[CH3:32])[CH2:22][CH2:23][CH2:24][CH2:25][CH2:26][CH2:27][CH2:28][CH3:29])[CH:12]=1)[CH2:6][CH2:7][CH2:8][CH:9]=[O:10])(=[O:3])[CH3:2] |f:1.2|. Procedure: A solution of 193 mg of the above-produced alcohol in 5 ml of methylene chloride is instilled in a mixture of 1.25 g of Collins reagent (chromic acid-pyridine complex) in 20 ml of methylene chloride at 0° C. with stirring, and it is stirred for 1 hour at 0° C. Then, enough Celite is added until a thick paste results, the latter is suspended with hexane/ethyl acetate (1:1), filtered off, washed well with hexane/ethyl acetate (1:1) and the filtrate is concentrated by evaporation in a vacuum. 150 m...